From a dataset of the Open Reaction Database (ORD), a public repository of structured organic reaction records. describe an organic reaction: reactants, conditions, products, and yield Starting materials: COC1=C(C=CC=C1)C1=NC=CC=C1[N+](=O)[O-] (2-(2-methoxyphenyl)-3-nitropyridine), O.O.[Sn](Cl)Cl (tin(II) chloride dihydrate). Run in CCOC(=O)C (EtOAc), CCOC(=O)C (EtOAc). Run at temperature 65 celsius, time 19 hour. The product is COC1=C(C=CC=C1)C1=NC=CC=C1N (2-(2-Methoxyphenyl)-3-pyridinamine). RXN SMILES: [CH3:1][O:2][C:3]1[CH:8]=[CH:7][CH:6]=[CH:5][C:4]=1[C:9]1[C:14]([N+:15]([O-])=O)=[CH:13][CH:12]=[CH:11][N:10]=1.O.O.[Sn](Cl)Cl>CCOC(C)=O>[CH3:1][O:2][C:3]1[CH:8]=[CH:7][CH:6]=[CH:5][C:4]=1[C:9]1[C:14]([NH2:15])=[CH:13][CH:12]=[CH:11][N:10]=1 |f:1.2.3|. Procedure details: To a stirred mixture of 2-(2-methoxyphenyl)-3-nitropyridine (34.3 mg, 0.15 mmol) in EtOAc (5.0 mL) was added tin(II) chloride dihydrate (0.17 g, 0.76 mmol) in portions. Upon complete addition of the reducing agent, the mixture was carefully heated to 65° C. After 19 h, the reaction was cooled to rt and diluted with EtOAc, then washed with 1M NaOH (10 mL), water (10 mL), and brine (10 mL). After drying over anhydrous sodium sulfate and filtration, the organic solvent was removed under reduced pre... Starting materials: COC=1C=CN=C(C1OC)C[S+](C=2NC=3C=CC(=CC3N2)OC(F)F)[O-] (Pantoprazole), [OH-].[Na+] (sodium hydroxide). Solvent: O1CCCC1 (tetrahydrofuran). Run at temperature 30 celsius. Yields the product COC1=C(C(=NC=C1)CS(=O)C2=NC3=C([N-]2)C=CC(=C3)OC(F)F)OC.COC1=C(C(=NC=C1)CS(=O)C2=NC3=C([N-]2)C=CC(=C3)OC(F)F)OC.O.O.O.[Na+].[Na+] (Pantoprazole sodium sesquihydrate). As a reaction SMILES: [CH3:1][O:2][C:3]1[CH:4]=[CH:5][N:6]=[C:7]([CH2:11][S+:12]([O-:26])[C:13]2[NH:14][C:15]3[CH:16]=[CH:17][C:18]([O:22][CH:23]([F:25])[F:24])=[CH:19][C:20]=3[N:21]=2)[C:8]=1[O:9][CH3:10].[OH-:27].[Na+:28]>O1CCCC1>[CH3:1][O:2][C:3]1[CH:4]=[CH:5][N:6]=[C:7]([CH2:11][S:12]([C:13]2[N-:14][C:15]3[CH:16]=[CH:17][C:18]([O:22][CH:23]([F:24])[F:25])=[CH:19][C:20]=3[N:21]=2)=[O:26])[C:8]=1[O:9][CH3:10].[CH3:1][O:2][C:3]1[CH:4]=[CH:5][N:6]=[C:7]([CH2:11][S:12]([C:13]2[N-:14][C:15]3[CH:16]=[CH:17][C:18]([O:22][CH:23]([F:24])[F:25])=[CH:19][C:20]=3[N:21]=2)=[O:26])[C:8]=1[O:9][CH3:10].[OH2:27].[OH2:2].[OH2:2].[Na+:28].[Na+:28] |f:1.2,4.5.6.7.8.9.10|. Reported procedure: Pantoprazole free base (50 grams) was dissolved in a solution of tetrahydrofuran (350 ml) and aqueous sodium hydroxide solution (5.4 grams dissolved in 10 ml of water), and stirred at a temperature of 25-35° C. till the clear solution results. The reaction solution was filtered through hyflow and washed the bed with tetrahydrofuran (2×25 ml). Dichloromethane (400 ml) was added slowly to the filtrate over a period of about 1 hour and stirred for about 5-6 hours to crystallize the solid mass. The ... Reactants: O=C1N=C(N2CCCNCC2)SC1=Cc1ccc2c(cnn2Cc2ccc(Cl)cc2C(F)(F)F)c1, O=C(Cl)OCC(F)(F)F. Yields the product O=C1N=C(N2CCCN(C(=O)OCC(F)(F)F)CC2)SC1=Cc1ccc2c(cnn2Cc2ccc(Cl)cc2C(F)(F)F)c1. RXN SMILES: [Cl:1][c:2]1[cH:3][c:4]([C:32]([F:33])([F:34])[F:35])[c:5]([CH2:6][n:7]2[n:8][cH:9][c:10]3[cH:11][c:12]([CH:16]=[C:17]4[C:18](=[O:29])[N:19]=[C:20]([N:22]5[CH2:23][CH2:24][NH:25][CH2:26][CH2:27][CH2:28]5)[S:21]4)[cH:13][cH:14][c:15]23)[cH:30][cH:31]1.[Cl:36][C:37](=[O:38])[O:39][CH2:40][C:41]([F:42])([F:43])[F:44]>>[Cl:1][c:2]1[cH:3][c:4]([C:32]([F:33])([F:34])[F:35])[c:5]([CH2:6][n:7]2[n:8][cH:9][c:10]3[cH:11][c:12]([CH:16]=[C:17]4[C:18](=[O:29])[N:19]=[C:20]([N:22]5[CH2:23][CH2:24][N:25]([C:37](=[O:38])[O:39][CH2:40][C:41]([F:42])([F:43])[F:44])[CH2:26][CH2:27][CH2:28]5)[S:21]4)[cH:13][cH:14][c:15]23)[cH:30][cH:31]1. Reactants: CN1N=C(C(=C1)C=CC(=O)O)[N+](=O)[O-] (3-(1-methyl-3-nitro-4-pyrazolyl)-acrylic acid), [OH-].[Na+] (sodium hydroxide), [Na] (sodium). Yields the product CN1N=C(C(=C1)C=CC(=O)[O-])[N+](=O)[O-].[Na+] (Sodium 3-(1-methyl-3-nitro-4-pyrazolyl)-acrylate). Reaction SMILES: [CH3:1][N:2]1[CH:6]=[C:5]([CH:7]=[CH:8][C:9]([OH:11])=[O:10])[C:4]([N+:12]([O-:14])=[O:13])=[N:3]1.[OH-].[Na+:16].[Na]>>[CH3:1][N:2]1[CH:6]=[C:5]([CH:7]=[CH:8][C:9]([O-:11])=[O:10])[C:4]([N+:12]([O-:14])=[O:13])=[N:3]1.[Na+:16] |f:1.2,4.5,^1:16|. Reported procedure: 197 mg. 3-(1-methyl-3-nitro-4-pyrazolyl)-acrylic acid (prepared according to Example 1) are neutralized with a dilute aqueous solution of sodium hydroxide. The clear solution is evaporated to dryness and the residue is triturated with isopropanol. After filtering off with suction and washing with diethyl ether, there are obtained 170 mg. of the desired sodium salt; m.p. 306° (with foaming). Starting materials: CCOC(=O)C (EtOAc), CC=1C=C2C=C(NC2=CC1)CCC(=O)N1C(OC[C@@H]1C1=CC=CC=C1)=O ((4S)-3-[3-(5-methylindolyl)propanoyl]-4-phenyl-1,3-oxazolidin-2-one), C1CCOC1 (THF), [H-].[H-].[H-].[H-].[Li+].[Al+3] (LiAlH4), C1CCOC1 (THF). Reagents/catalysts: [OH-].[Na+] (NaOH). Conditions: temperature -78 celsius, time 1 hour. Product: CC=1C=C2C=C(NC2=CC1)C[C@@H](CO)CC=C ((2S)-2-[(5-methylindolyl)methyl]pent-4-en-1-ol). The yield is 92.0%. RXN SMILES: [H-].[H-].[H-].[H-].[Li+].[Al+3].[CH3:7][C:8]1[CH:9]=[C:10]2[C:14](=[CH:15][CH:16]=1)[NH:13][C:12]([CH2:17][CH2:18][C:19](N1[C@@H](C3C=CC=CC=3)COC1=O)=[O:20])=[CH:11]2.CCOC(C)=O.[CH2:39]1[CH2:43]OC[CH2:40]1>[OH-].[Na+]>[CH3:7][C:8]1[CH:9]=[C:10]2[C:14](=[CH:15][CH:16]=1)[NH:13][C:12]([CH2:17][C@H:18]([CH2:43][CH:39]=[CH2:40])[CH2:19][OH:20])=[CH:11]2 |f:0.1.2.3.4.5,9.10|. Procedure: To a stirred suspension of LiAlH4 (718 mg, 17.90 mmol) in THF (60 mL) was added a precooled solution of 8 (5.78 g, 14.9 mmol) in THF (50 mL) at −78° C. under argon. The mixture was stirred at −78° C. (1 h), then raised to 0° C. (1 h). After an additional 3 h at 0° C., the reaction mixture was cooled to −78° C. and EtOAc (20 mL) was added followed by 10% NaOH (aq) (30 drops). The reaction was quenched by the addition of ice-cold saturated NH4Cl solution (150 mL), extracted with Et2O, washed with ... The reactants are BrC1=CC(=C(C=O)C=C1)Cl (4-bromo-2-chlorobenzaldehyde), CC(C)(C)[S@@](=O)N ((r)-(+)-2-methyl-2-propanesulfinamide). Reagents/catalysts: S(=O)(=O)([O-])[O-].[Cu+2] (copper(ii) sulfate). Run in C(Cl)Cl (DCM). Reaction conditions: temperature 37 celsius, time 78 hour. Product: BrC1=CC(=C(\C=N/[S@](=O)C(C)(C)C)C=C1)Cl ((R,Z)—N-(4-bromo-2-chlorobenzylidene)-2-methylpropane-2-sulfinamide). RXN SMILES: [Br:1][C:2]1[CH:9]=[CH:8][C:5]([CH:6]=O)=[C:4]([Cl:10])[CH:3]=1.[CH3:11][C:12]([S@:15]([NH2:17])=[O:16])([CH3:14])[CH3:13]>C(Cl)Cl.S([O-])([O-])(=O)=O.[Cu+2]>[Br:1][C:2]1[CH:9]=[CH:8][C:5](/[CH:6]=[N:17]\[S@@:15]([C:12]([CH3:14])([CH3:13])[CH3:11])=[O:16])=[C:4]([Cl:10])[CH:3]=1 |f:3.4|. Procedure: A suspension of 4-bromo-2-chlorobenzaldehyde (1150 mg, 5240 μmol), (r)-(+)-2-methyl-2-propanesulfinamide (1588 mg, 13100 μmol), copper(ii) sulfate (696.4 μl, 15720 μmol) in DCM (10 mL) was stirred at 37° C. for 78 h. Reaction filtered through Celite, and solid washed repeatedly with DCM. Filtrate concentrated then purified on silica (80 g) eluting product with 0>30% of EtOAc/Hex. MS (ESI pos. ion) m/z: 322/324 (MH+). Calc'd exact mass for C11H13BrClNOS: 321/323.